From a dataset of the Open Reaction Database (ORD), a public repository of structured organic reaction records. describe an organic reaction: reactants, conditions, products, and yield Reactants: C(C)(C)(C)OC(=O)N1CCC=2C(=NNC2CC1)C1=CC=C(C=C1)Cl (3-(4-chloro-phenyl)-4,5,7,8-tetrahydro-1H-1,2,6-triaza-azulene-6-carboxylic acid tert-butyl ester), ClCCC1=CC=CC=C1 ((2-chloroethyl)benzene), C(C)(C)(C)OC(=O)N1CCC2=C(N(N=C2CC1)CCC1=CC=CC=C1)C1=CC=C(C=C1)Cl (3-(4-chloro-phenyl)-2-phenethyl-4,5,7,8-tetrahydro-2H-1,2,6-triaza-azulene-6-carboxylic acid tert-butyl ester). Yields the product ClC1=CC=C(C=C1)C1=NN(C=2CCNCCC12)CCC1=CC=CC=C1 (3-(4-Chloro-phenyl)-1-phenethyl-1,4,5,6,7,8-hexahydro-1,2,6-triaza-azulene). Reaction SMILES: C(OC([N:8]1[CH2:17][CH2:16][C:15]2[NH:14][N:13]=[C:12]([C:18]3[CH:23]=[CH:22][C:21]([Cl:24])=[CH:20][CH:19]=3)[C:11]=2[CH2:10][CH2:9]1)=O)(C)(C)C.Cl[CH2:26][CH2:27][C:28]1[CH:33]=[CH:32][CH:31]=[CH:30][CH:29]=1.C(OC(N1CCC2C(=C(C3C=CC(Cl)=CC=3)N(CCC3C=CC=CC=3)N=2)CC1)=O)(C)(C)C>>[Cl:24][C:21]1[CH:20]=[CH:19][C:18]([C:12]2[C:11]3[CH2:10][CH2:9][NH:8][CH2:17][CH2:16][C:15]=3[N:14]([CH2:26][CH2:27][C:28]3[CH:33]=[CH:32][CH:31]=[CH:30][CH:29]=3)[N:13]=2)=[CH:23][CH:22]=1. Procedure: The title compound (0.048 g) was prepared from 3-(4-chloro-phenyl)-4,5,7,8-tetrahydro-1H-1,2,6-triaza-azulene-6-carboxylic acid tert-butyl ester (Example 59, Step C, 0.1 g) using (2-chloroethyl)benzene (0.045 mL) in place of benzyl chloride. The reaction sequence also yielded 3-(4-chloro-phenyl)-2-phenethyl-4,5,7,8-tetrahydro-2H-1,2,6-triaza-azulene-6-carboxylic acid tert-butyl ester in the alkylation step. MS (ESI): exact mass calculated for C21H22ClN3, 351.15; found, m/z 352.2 [M+H]+. 1H NMR (... The reactants are CO, CN(C)C(=O)C1=NOC(c2ccccc2)C1, [Na+], [OH-]. Product: O=C(O)C1=NOC(c2ccccc2)C1. Reaction SMILES: [CH3:19][OH:20].[CH3:1][N:2]([C:3](=[O:4])[C:5]1=[N:6][O:7][CH:8]([c:10]2[cH:11][cH:12][cH:13][cH:14][cH:15]2)[CH2:9]1)[CH3:16].[Na+:18].[OH-:17]>>[C:3](=[O:4])([C:5]1=[N:6][O:7][CH:8]([c:10]2[cH:11][cH:12][cH:13][cH:14][cH:15]2)[CH2:9]1)[OH:17]. The reactants are CN1CCn2nc(C(=O)O)c(OCc3ccccc3)c2C1=O, ClCCCl, CNCc1ccc(F)cc1, CN(C)C=O, On1nnc2ccccc21. Reaction SMILES: [CH2:1]([c:2]1[cH:3][cH:4][cH:5][cH:6][cH:7]1)[O:8][c:9]1[c:10]([C:20](=[O:21])[OH:22])[n:11][n:12]2[c:13]1[C:14](=[O:19])[N:15]([CH3:18])[CH2:16][CH2:17]2.[CH2:23]([Cl:24])[CH2:25][Cl:26].[F:37][c:38]1[cH:39][cH:40][c:41]([CH2:42][NH:43][CH3:44])[cH:45][cH:46]1.[O:47]=[CH:48][N:49]([CH3:50])[CH3:51].[OH:27][n:28]1[c:29]2[c:30]([cH:31][cH:32][cH:33][cH:34]2)[n:35][n:36]1>>[CH2:1]([c:2]1[cH:3][cH:4][cH:5][cH:6][cH:7]1)[O:8][c:9]1[c:10]([C:20](=[O:21])[N:43]([CH2:42][c:41]2[cH:40][cH:39][c:38]([F:37])[cH:46][cH:45]2)[CH3:44])[n:11][n:12]2[c:13]1[C:14](=[O:19])[N:15]([CH3:18])[CH2:16][CH2:17]2. Yields the product CN(Cc1ccc(F)cc1)C(=O)c1nn2c(c1OCc1ccccc1)C(=O)N(C)CC2. Reactants: C1(CC1)CC#CCCC1OC(OC1)(C)C (4-(5-Cyclopropyl-pent-3-ynyl)-2,2-dimethyl-[1,3]dioxolane), N1=CC=CC2=CC=CC=C12 (quinoline). Reagents/catalysts: [Pd] (Pd). Solvent: CCCCCC (hexane). Conditions: time 4 hour. Yields the product C1(CC1)CC=CCCC1OC(OC1)(C)C (4-(5-Cyclopropyl-pent-3-enyl)-2,2-dimethyl-[1,3]dioxolane). RXN SMILES: [CH:1]1([CH2:4][C:5]#[C:6][CH2:7][CH2:8][CH:9]2[CH2:13][O:12][C:11]([CH3:15])([CH3:14])[O:10]2)[CH2:3][CH2:2]1.N1C2C(=CC=CC=2)C=CC=1>CCCCCC.[Pd]>[CH:1]1([CH2:4][CH:5]=[CH:6][CH2:7][CH2:8][CH:9]2[CH2:13][O:12][C:11]([CH3:15])([CH3:14])[O:10]2)[CH2:3][CH2:2]1. Procedure details: To a solution of 4-(5-Cyclopropyl-pent-3-ynyl)-2,2-dimethyl-[1,3]dioxolane (1.92 mmol, 0.40 g) in hexane (5 mL) was added quinoline (0.192 mmol, 24.8 mg), followed by addition of 5% Pd on BaSO4 (0.384 mmol). Stirred at room temperature under H2 atmosphere for 4 hrs. TLC showed reaction completed. Filtered through celite and concentrated. Diluted with hexane, washed with NH4Cl, brine and dried over MgSO4. Silica gel chromatography (2˜7% EtOAc/Hexane) 4-(5-Cyclopropyl-pent-3-enyl)-2,2-dimethyl-[1,... The reactants are CCOC(=O)CC(CC(C)C)CP(=O)(OCC)OCC, C1COCCO1, Cl, O. Yields the product CCOP(=O)(CC(CC(=O)O)CC(C)C)OCC. RXN SMILES: [CH2:1]([CH3:2])[O:3][C:4]([CH2:5][CH:6]([CH2:7][CH:8]([CH3:9])[CH3:10])[CH2:11][P:12](=[O:13])([O:14][CH2:15][CH3:16])[O:17][CH2:18][CH3:19])=[O:20].[CH2:22]1[O:23][CH2:24][CH2:25][O:26][CH2:27]1.[ClH:21].[OH2:28]>>[O:3]=[C:4]([CH2:5][CH:6]([CH2:7][CH:8]([CH3:9])[CH3:10])[CH2:11][P:12](=[O:13])([O:14][CH2:15][CH3:16])[O:17][CH2:18][CH3:19])[OH:20]. Yields the product CC(C)CC(C(=O)O)C(C)O. Reaction SMILES: [CH2:19]1[O:20][CH2:21][CH2:22][CH2:23]1.[CH3:17][OH:18].[CH3:1][CH:2]([CH2:3][CH:4]([C:5](=[O:6])[O:7][CH3:8])[CH:9]([CH3:10])[OH:11])[CH3:12].[Li+:16].[OH-:15].[OH2:13].[OH2:14]>>[CH3:1][CH:2]([CH2:3][CH:4]([C:5](=[O:6])[OH:7])[CH:9]([CH3:10])[OH:11])[CH3:12]. The reactants are C1CCOC1, CO, COC(=O)C(CC(C)C)C(C)O, [Li+], [OH-], O, O.